From a dataset of the Open Reaction Database (ORD), a public repository of structured organic reaction records. describe an organic reaction: reactants, conditions, products, and yield Reactants: C1CCOC1, CC1(C)CC(=O)CC(C)(C)C1, O=C(c1ccc(O)cc1)c1ccc(F)cc1, [Zn]. Yields the product CC1(C)CC(=C(c2ccc(O)cc2)c2ccc(F)cc2)CC(C)(C)C1. RXN SMILES: [CH2:28]1[O:29][CH2:30][CH2:31][CH2:32]1.[CH3:17][C:18]1([CH3:27])[CH2:19][C:20](=[O:26])[CH2:21][C:22]([CH3:24])([CH3:25])[CH2:23]1.[F:1][c:2]1[cH:3][cH:4][c:5]([C:8](=[O:9])[c:10]2[cH:11][cH:12][c:13]([OH:16])[cH:14][cH:15]2)[cH:6][cH:7]1.[Zn:33]>>[F:1][c:2]1[cH:3][cH:4][c:5]([C:8]([c:10]2[cH:11][cH:12][c:13]([OH:16])[cH:14][cH:15]2)=[C:20]2[CH2:19][C:18]([CH3:17])([CH3:27])[CH2:23][C:22]([CH3:24])([CH3:25])[CH2:21]2)[cH:6][cH:7]1. Reactants: NC1=NC=C(C=N1)C1=CC(=C(OCC(=O)NN)C(=C1)C)C (2-(4-(2-aminopyrimidin-5-yl)-2,6-dimethylphenoxy)acetohydrazide), NC1=NC=C(C=N1)C1=CC(=C(OCC(=O)OC)C(=C1)C)C (methyl 2-(4-(2-aminopyrimidin-5-yl)-2,6-dimethylphenoxy)acetate), O.NN (Hydrazine monohydrate). The solvent is CCO (EtOH). Run at temperature 100 celsius, time 8 hour. The product is CC1=C(OCC(=O)NN)C(=CC(=C1)C=1C=NC=NC1)C (2-(2,6-dimethyl-4-(pyrimidin-5-yl)phenoxy)acetohydrazide). The yield is 100.0%. Reaction SMILES: N[C:2]1[N:7]=[CH:6][C:5]([C:8]2[CH:19]=[C:18]([CH3:20])[C:11]([O:12][CH2:13][C:14]([NH:16][NH2:17])=[O:15])=[C:10]([CH3:21])[CH:9]=2)=[CH:4][N:3]=1.NC1N=CC(C2C=C(C)C(OCC(OC)=O)=C(C)C=2)=CN=1.O.NN>CCO>[CH3:20][C:18]1[CH:19]=[C:8]([C:5]2[CH:6]=[N:7][CH:2]=[N:3][CH:4]=2)[CH:9]=[C:10]([CH3:21])[C:11]=1[O:12][CH2:13][C:14]([NH:16][NH2:17])=[O:15] |f:2.3|. Procedure: Synthesis of 2-(4-(2-aminopyrimidin-5-yl)-2,6-dimethylphenoxy)acetohydrazide: methyl 2-(4-(2-aminopyrimidin-5-yl)-2,6-dimethylphenoxy)acetate (0.28 g, 1 mmol) was dissolved in EtOH. Hydrazine monohydrate (0.06 g, 1.2 mmol) was added thereto, followed by stirring at 100° C. for 8 hours under reflux. After the completion of the reaction, the reaction mixture was concentrated under reduced pressure. The formed solid was filtered to obtained 2-(2,6-dimethyl-4-(pyrimidin-5-yl)phenoxy)acetohydrazide (...